Dataset: the Open Reaction Database (ORD), a public repository of structured organic reaction records. Task: describe an organic reaction: reactants, conditions, products, and yield Starting materials: BrC1=C(SC=C1)C=1C(=NC=CC1)F (3-bromo-2-(2-fluoropyridin-3-yl)thiophene), C(C)N (ethylamine). The solvent is O1CCOCC1 (dioxane), C(C)(=O)OCC (ethyl acetate). Run at temperature 100 celsius. Product: BrC1=C(SC=C1)C=1C(=NC=CC1)NCC (3-bromo-2-(2-ethylaminopyridin-3-yl)thiophene). Isolated yield 87.3%. RXN SMILES: [Br:1][C:2]1[CH:6]=[CH:5][S:4][C:3]=1[C:7]1[C:8](F)=[N:9][CH:10]=[CH:11][CH:12]=1.[CH2:14]([NH2:16])[CH3:15]>O1CCOCC1.C(OCC)(=O)C>[Br:1][C:2]1[CH:6]=[CH:5][S:4][C:3]=1[C:7]1[C:8]([NH:16][CH2:14][CH3:15])=[N:9][CH:10]=[CH:11][CH:12]=1. Reported procedure: A mixture of 3-bromo-2-(2-fluoropyridin-3-yl)thiophene (0.47 g) and ethylamine (0.4 g) in dioxane (2 mL) in a sealed tube was heated at 100° C. for 2 days. The mixture was diluted with ethyl acetate, washed with water, dried, filtered and evaporated to give 3-bromo-2-(2-ethylaminopyridin-3-yl)thiophene (0.45 g). The reactants are CN1CC2=C(C(CC1)O)C=CO2 (7-methyl-5,6,7,8-tetrahydro-4H-furo[2,3-c]azepin-4-ol), BrC1=CC=C(C2=CC=CC=C12)F (1-bromo-4-fluoronaphthalene). Yields the product BrC1=CC=C(C2=CC=CC=C12)OC1C2=C(CN(CC1)C)OC=C2 (4-(4-Bromonaphthalen-1-yloxy)-7-methyl-5,6,7,8-tetrahydro-4H-furo[2,3-c]azepine). Reaction SMILES: [CH3:1][N:2]1[CH2:8][CH2:7][CH:6]([OH:9])[C:5]2[CH:10]=[CH:11][O:12][C:4]=2[CH2:3]1.[Br:13][C:14]1[C:23]2[C:18](=[CH:19][CH:20]=[CH:21][CH:22]=2)[C:17](F)=[CH:16][CH:15]=1>>[Br:13][C:14]1[C:23]2[C:18](=[CH:19][CH:20]=[CH:21][CH:22]=2)[C:17]([O:9][CH:6]2[CH2:7][CH2:8][N:2]([CH3:1])[CH2:3][C:4]3[O:12][CH:11]=[CH:10][C:5]2=3)=[CH:16][CH:15]=1. Procedure: The same method as in Example 1 was conducted using 7-methyl-5,6,7,8-tetrahydro-4H-furo[2,3-c]azepin-4-ol (Reference Example 19) instead of 6-methyl-4,5,6,7-tetrahydrothieno[2,3-c]pyridin-4-ol (Reference Example 6) and was conducted using 1-bromo-4-fluoronaphthalene instead of 1-fluoronaphthalene to give the objective compound. The solvent is CC(=O)C (acetone). Product: ClCC(=O)NC=1C=CC2=C(S(C3=C2C=CC(=C3)NC(CCl)=O)(=O)=O)C1 (3,7-Bis(2-chloroacetamido)dibenzothiophene 5,5-dioxide). Starting materials: NC=1C=CC2=C(S(C3=C2C=CC(=C3)N)(=O)=O)C1 (3,7-diaminodibenzothiophene S,S-dioxide), ClCC(=O)Cl (chloroacetyl chloride). Reaction SMILES: [NH2:1][C:2]1[CH:3]=[CH:4][C:5]2[C:9]3[CH:10]=[CH:11][C:12]([NH2:14])=[CH:13][C:8]=3[S:7](=[O:16])(=[O:15])[C:6]=2[CH:17]=1.[Cl:18][CH2:19][C:20](Cl)=[O:21]>CC(C)=O>[Cl:18][CH2:19][C:20]([NH:1][C:2]1[CH:3]=[CH:4][C:5]2[C:9]3[CH:10]=[CH:11][C:12]([NH:14][C:20](=[O:21])[CH2:19][Cl:18])=[CH:13][C:8]=3[S:7](=[O:16])(=[O:15])[C:6]=2[CH:17]=1)=[O:21]. Reported procedure: A slurry of 21.8 g of 3,7-diaminodibenzothiophene S,S-dioxide in 400 ml of acetone was cooled in an ice bath while 30.2 ml of chloroacetyl chloride was carefully added. The bath was removed and the mixture heated at 100° C. with stirring, then cooled and poured into ice water. The precipitate was collected, washed with water and dried giving 34.9 g of the desired product as a solid. Conditions: temperature 100 celsius.